Dataset: the Open Reaction Database (ORD), a public repository of structured organic reaction records. Task: describe an organic reaction: reactants, conditions, products, and yield The reactants are S(=O)(=O)(OCOS(=O)(=O)Cl)Cl (methylene bis(chlorosulfate)), [NH+]1=CC=CC=C1.COC1=CC=C(C=C1)S(=O)(=O)[O-] (4-methoxybenzenesulfonic acid pyridinium salt), C(OC)(OC)=O (dimethyl carbonate). Yields the product COC1=CC=C(C=C1)S(=O)(=O)OCOS(=O)(=O)C1=CC=C(C=C1)OC (methylene bis(4-methoxybenzenesulfonate)). RXN SMILES: [S:1](Cl)([O:4][CH2:5][O:6][S:7](Cl)(=[O:9])=[O:8])(=[O:3])=[O:2].[NH+]1[CH:17]=[CH:16][CH:15]=[CH:14][CH:13]=1.[CH3:18][O:19][C:20]1[CH:25]=[CH:24][C:23](S([O-])(=O)=O)=[CH:22][CH:21]=1.[C:30](=O)(OC)[O:31][CH3:32]>>[CH3:18][O:19][C:20]1[CH:25]=[CH:24][C:23]([S:1]([O:4][CH2:5][O:6][S:7]([C:15]2[CH:16]=[CH:17][C:30]([O:31][CH3:32])=[CH:13][CH:14]=2)(=[O:9])=[O:8])(=[O:3])=[O:2])=[CH:22][CH:21]=1 |f:1.2|. Reported procedure: In dimethyl carbonate (30 mL), methylene bis(chlorosulfate) [CISO2OCH2OSO2Cl] (4.5 g, 13 mmol) was reacted with 4-methoxybenzenesulfonic acid pyridinium salt (7 g, 26 mmol) under agitation at 55° C. for 2 hours. After the reaction was completed, precipitated chlorosulfonic acid pyridinium salt was separated through filtration. Washing with water was performed and, subsequently, concentration was performed under reduced pressure, so as to obtain a pale red transparent oil. Refining was performed ... Reactants: O.NN (Hydrazine monohydrate), O=C(C(=O)OC)NCCCOC1=CC=CC=C1 (methyl oxo[(3-phenoxypropyl)amino]acetate). Run in C(C)O (ethanol). Reaction conditions: temperature 85 celsius. The product is N(N)C(C(=O)NCCCOC1=CC=CC=C1)=O (2-Hydrazino-2-oxo-N-(3-phenoxypropyl)acetamide). As a reaction SMILES: O.[NH2:2][NH2:3].[O:4]=[C:5]([NH:10][CH2:11][CH2:12][CH2:13][O:14][C:15]1[CH:20]=[CH:19][CH:18]=[CH:17][CH:16]=1)[C:6](OC)=[O:7]>C(O)C>[NH:2]([C:6](=[O:7])[C:5]([NH:10][CH2:11][CH2:12][CH2:13][O:14][C:15]1[CH:20]=[CH:19][CH:18]=[CH:17][CH:16]=1)=[O:4])[NH2:3] |f:0.1|. Reported procedure: Hydrazine monohydrate (6.3 mL) was added to a stirred suspension of methyl oxo[(3-phenoxypropyl)amino]acetate (3080 mg) in ethanol (50 mL). The reaction mixture was heated to 85° C. for 3 hours then allowed to cool. The precipitate was filtered off, washed with Et2O and dried under vacuum, to give the title compound (Intermediate 46, 2.269 g) as a solid; 1H NMR δ 9.95 (1H, s), 8.77 (1H, s), 7.28 (2H, m), 6.92 (3H, m), 4.50 (2H, s), 3.99 (2H, t), 3.30 (2H+H2O, m), 1.94 (2H, t); MS m/e MNa+ 260.